Dataset: the Open Reaction Database (ORD), a public repository of structured organic reaction records. Task: describe an organic reaction: reactants, conditions, products, and yield Starting materials: C(C)(C)(C)OC(N[C@@H]([C@H](CC)C)CN(C(=O)C1C(C1)C1=NC=CC=C1)C1=CC=C(C=C1)C1=CC=C(C=C1)COC)=O (((1S,2S)-1-{[(4′-methoxymethyl-biphenyl-4-yl)-(2-pyridin-2-yl-cyclopropanecarbonyl)-amino]-methyl}-2-methyl-butyl)-carbamic acid tert-butyl ester), ClCCl (dichloromethane), Cl (HCl). Solvent: O1CCOCC1 (dioxane). Yields the product N[C@H](CN(C(=O)[C@H]1[C@@H](C1)C1=NC=CC=C1)C1=CC=C(C=C1)C1=CC=C(C=C1)COC)[C@H](CC)C ((1R,2R)-2-pyridin-2-yl-cyclopropanecarboxylic acid ((2S,3S)-2-amino-3-methyl-pentyl)-(4′-methoxymethyl-biphenyl-4-yl)-amide). Isolated yield 87.4%. As a reaction SMILES: C(OC(=O)[NH:7][C@H:8]([CH2:13][N:14]([C:26]1[CH:31]=[CH:30][C:29]([C:32]2[CH:37]=[CH:36][C:35]([CH2:38][O:39][CH3:40])=[CH:34][CH:33]=2)=[CH:28][CH:27]=1)[C:15]([CH:17]1[CH2:19][CH:18]1[C:20]1[CH:25]=[CH:24][CH:23]=[CH:22][N:21]=1)=[O:16])[C@@H:9]([CH3:12])[CH2:10][CH3:11])(C)(C)C.ClCCl.Cl>O1CCOCC1>[NH2:7][C@@H:8]([C@@H:9]([CH3:12])[CH2:10][CH3:11])[CH2:13][N:14]([C:26]1[CH:31]=[CH:30][C:29]([C:32]2[CH:33]=[CH:34][C:35]([CH2:38][O:39][CH3:40])=[CH:36][CH:37]=2)=[CH:28][CH:27]=1)[C:15]([C@@H:17]1[CH2:19][C@H:18]1[C:20]1[CH:25]=[CH:24][CH:23]=[CH:22][N:21]=1)=[O:16]. Reported procedure: A solution of ((1S,2S)-1-{[(4′-methoxymethyl-biphenyl-4-yl)-(2-pyridin-2-yl-cyclopropanecarbonyl)-amino]-methyl}-2-methyl-butyl)-carbamic acid tert-butyl ester (25 mg, 0.045 mmol) and dichloromethane (4 mL) was treated with a solution of HCl in dioxane (4 N, 0.5 mL) and the resulting reaction mixture was maintained at room temperature for 12 h. The reaction was then concentrated to dryness to afford (1R,2R)-2-pyridin-2-yl-cyclopropanecarboxylic acid ((2S,3S)-2-amino-3-methyl-pentyl)-(4′-methoxym... The reactants are BrB(Br)Br, COc1ccc(Br)c(C)c1C=O, CCOC(C)=O, CCCCCC, ClCCl, O. Product: Cc1c(Br)ccc(O)c1C=O. As a reaction SMILES: [B:1]([Br:2])([Br:3])[Br:4].[Br:5][c:6]1[c:7]([CH3:16])[c:8]([CH:9]=[O:10])[c:11]([O:14][CH3:15])[cH:12][cH:13]1.[C:24]([O:25][CH2:26][CH3:27])(=[O:28])[CH3:29].[CH3:18][CH2:19][CH2:20][CH2:21][CH2:22][CH3:23].[Cl:30][CH2:31][Cl:32].[OH2:17]>>[Br:5][c:6]1[c:7]([CH3:16])[c:8]([CH:9]=[O:10])[c:11]([OH:14])[cH:12][cH:13]1. The reactants are 74.4, BrCC(=O)C1=CC2=CC=CC=C2C=C1 (2-bromo-1-(2-naphthalenyl)-1-ethanone), C(CCC)O (butanol), CC1=CC=C(C=C1)S(=O)(=O)O (4-methylbenzenesulfonic acid), C1=CC=CC=C1 (benzene). The solvent is C(CO)O (1,2-ethanediol). Run at time 8 hour. The product is 41, BrCC1(OCCO1)C1=CC2=CC=CC=C2C=C1 (2-(bromomethyl)-2-(2-naphthalenyl)-1,3-dioxolane). As a reaction SMILES: [Br:1][CH2:2][C:3]([C:5]1[CH:14]=[CH:13][C:12]2[C:7](=[CH:8][CH:9]=[CH:10][CH:11]=2)[CH:6]=1)=[O:4].[CH2:15]([OH:19])[CH2:16]CC.CC1C=CC(S(O)(=O)=O)=CC=1.C1C=CC=CC=1>C(O)CO>[Br:1][CH2:2][C:3]1([C:5]2[CH:14]=[CH:13][C:12]3[C:7](=[CH:8][CH:9]=[CH:10][CH:11]=3)[CH:6]=2)[O:19][CH2:15][CH2:16][O:4]1. Reported procedure: To a stirred solution of 74.4 parts of 2-bromo-1-(2-naphthalenyl)-1-ethanone in 240 parts of butanol are added successively 3 parts of 4-methylbenzenesulfonic acid and 270 parts of benzene. Then there are added dropwise 28 parts of 1,2-ethanediol. Upon completion, stirring is continued overnight at reflux temperature. The reaction mixture is evaporated. The residue is dissolved in 2,2'-oxybispropane and the solution is stirred with a diluted sodium hydroxide solution. The layers are separated an...